This data is from the Open Reaction Database (ORD), a public repository of structured organic reaction records. The task is: describe an organic reaction: reactants, conditions, products, and yield The reactants are C(Cl)Cl (methylene chloride), Zr nitro, [Cl-].[Cl-].[Cl-].[Cl-].[Zr+4] (zirconium tetrachloride), [Ti](Cl)(Cl)(Cl)Cl (titanium tetrachloride). The solvent is [N+](=O)([O-])C (nitromethane). Yields the product Cl[Ti](Cl)(Cl)Cl.[Cl-].[Cl-].[Cl-].[Cl-].[Zr+4] (TiCl4 ZrCl4). As a reaction SMILES: [Cl-:1].[Cl-].[Cl-].[Cl-].[Zr+4:5].[Ti:6]([Cl:10])([Cl:9])([Cl:8])[Cl:7].C(Cl)[Cl:12]>[N+](C)([O-])=O>[Cl:7][Ti:6]([Cl:10])([Cl:9])[Cl:8].[Cl-:12].[Cl-:1].[Cl-:7].[Cl-:7].[Zr+4:5] |f:0.1.2.3.4,8.9.10.11.12.13|. Reported procedure: 1.4 g (6.0 mmol) of zirconium tetrachloride and 10.207 g (53.8 mmol) of titanium tetrachloride were placed in a two-necked round-bottomed flask under an argon atmosphere. 480 ml of methylene chloride and 7 ml (7.89 g) of nitromethane were added (ratio Zr/nitro compound 1:21.5).